Dataset: the Open Reaction Database (ORD), a public repository of structured organic reaction records. Task: describe an organic reaction: reactants, conditions, products, and yield Reactants: BrC1=CC(=C(C=C1)F)[N+](=O)[O-] (4-bromo-1-fluoro-2-nitro-benzene), benzene-1,3-diamiine, CCN(C(C)C)C(C)C (DIPEA). Solvent: CN1CCCC1=O (NMP). Run at temperature 120 celsius. Yields the product BrC1=CC(=C(C=C1)NC1=CC(=CC=C1)N)[N+](=O)[O-] (N-(4-Bromo-2-nitro-phenyl)-benzene-1,3-diamine). The yield is 126.3%. RXN SMILES: [Br:1][C:2]1[CH:7]=[CH:6][C:5](F)=[C:4]([N+:9]([O-:11])=[O:10])[CH:3]=1.CC[N:14]([CH:18]([CH3:20])[CH3:19])C(C)C>CN1C(=O)CCC1>[Br:1][C:2]1[CH:7]=[CH:6][C:5]([NH:9][C:4]2[CH:3]=[CH:2][CH:19]=[C:18]([NH2:14])[CH:20]=2)=[C:4]([N+:9]([O-:11])=[O:10])[CH:3]=1. Procedure: A mixture of 4-bromo-1-fluoro-2-nitro-benzene (1.14 ml, 9.25 mmol), benzene-1,3-diamiine (1.96 g, 18.1 mmol) and DIPEA (1.93 ml, 11.1 mmol) in dry NMP (5 ml) was deoxygenated by evacuate/fill N2 (×3), then stirred and heated at 120° C. under N2 for 18 hours. After cooling to RT the mixture was partitioned between EtOAc and 0.5N HCl. The organic layer was washed with H2O (×1), brine (×1) then dried (MgSO4), filtered and evaporated. The residue was purified by chromatography on silica (10→40% EtOA... Reactants: COc1cccc(-c2nc(=O)n(C(C)C)c3cc(C(=O)O)ccc23)c1, CO, Cl. Product: COC(=O)c1ccc2c(-c3cccc(OC)c3)nc(=O)n(C(C)C)c2c1. RXN SMILES: [C:1](=[O:2])([OH:3])[c:4]1[cH:5][cH:6][c:7]2[c:8](-[c:18]3[cH:19][c:20]([O:24][CH3:25])[cH:21][cH:22][cH:23]3)[n:9][c:10](=[O:17])[n:11]([CH:14]([CH3:15])[CH3:16])[c:12]2[cH:13]1.[CH3:27][OH:28].[ClH:26]>>[C:1](=[O:2])([O:3][CH3:27])[c:4]1[cH:5][cH:6][c:7]2[c:8](-[c:18]3[cH:19][c:20]([O:24][CH3:25])[cH:21][cH:22][cH:23]3)[n:9][c:10](=[O:17])[n:11]([CH:14]([CH3:15])[CH3:16])[c:12]2[cH:13]1. Starting materials: ClC=1C=2N(C3=CC=CC=C3N1)C(=NN2)CC (4-Chloro-1-ethyl-[1,2,4]triazolo-[4,3-a]quinoxaline), product, CNC (dimethylamine). Solvent: CN(C=O)C (N,N-dimethylformamide). Run at time 20 minute. The product is CN(C=1C=2N(C3=CC=CC=C3N1)C(=NN2)CC)C (4-dimethylamino-1-ethyl-[1,2,4]triazolo[4,3-a]quinoxaline). Yield: 42.0%. Reaction SMILES: Cl[C:2]1[C:3]2[N:4]([C:12]([CH2:15][CH3:16])=[N:13][N:14]=2)[C:5]2[C:10]([N:11]=1)=[CH:9][CH:8]=[CH:7][CH:6]=2.[CH3:17][NH:18][CH3:19]>CN(C)C=O>[CH3:17][N:18]([CH3:19])[C:2]1[C:3]2[N:4]([C:12]([CH2:15][CH3:16])=[N:13][N:14]=2)[C:5]2[C:10]([N:11]=1)=[CH:9][CH:8]=[CH:7][CH:6]=2. Procedure details: 4-Chloro-1-ethyl-[1,2,4]triazolo-[4,3-a]quinoxaline (1.2 g., 0.005 mole), the product of Example 4, and 676 mg. (0.015 mole) of anhydrous dimethylamine in N,N-dimethylformamide (50 ml.) were stirred at 0° C. for 30 minutes and at room temperature for 2 hours. The reaction mixture was poured over ice and stirred for 20 minutes. The precipitate which formed was separated by filtration, washed with water and air dried. Recrystallization from chloroform and then from chloroform/cyclohexane afforded ...